The task is: describe an organic reaction: reactants, conditions, products, and yield. This data is from the Open Reaction Database (ORD), a public repository of structured organic reaction records. The reactants are FC=1C=C(C=CC1OC1=C2C(=NC=C1)C=CS2)NC(CC(=O)NC2=CC=CC=C2)=O (N1-(3-Fluoro-4-(thieno[3,2-b]pyridin-7-yloxy)phenyl)-N3-phenylmalonamide), FC=1C=C(C=CC1OC1=C2C(=NC=C1)C=C(S2)C=2N(C=CN2)C)N (3-Fluoro-4-(2-(1-methyl-1H-imidazol-2-yl)thieno[3,2-b]pyridin-7-yloxy)benzenamine), NC1=CC(=C(OC2=C3C(=NC=C2)C=C(S3)C(=O)N3C[C@@H](CC3)N(C)C)C=C1)F ((R)-(7-(4-Amino-2-fluorophenoxy)thieno[3,2-b]pyridin-2-yl)(3-(dimethylamino) pyrrolidin-1-yl)methanone). Yields the product CN([C@H]1CN(CC1)C(=O)C1=CC2=NC=CC(=C2S1)OC1=C(C=C(C=C1)NC(CC(=O)NC1=CC=CC=C1)=O)F)C ((R)—N1-(4-(2-(3-(Dimethylamino)pyrrolidine-1-carbonyl)thieno[3,2-b]pyridin-7-yloxy)-3-fluorophenyl)-N3-phenylmalonamide). The yield is 38.0%. Reaction SMILES: [F:1][C:2]1[CH:3]=[C:4]([NH:18][C:19](=[O:30])[CH2:20][C:21]([NH:23][C:24]2[CH:29]=[CH:28][CH:27]=[CH:26][CH:25]=2)=[O:22])[CH:5]=[CH:6][C:7]=1[O:8][C:9]1[CH:14]=[CH:13][N:12]=[C:11]2[CH:15]=[CH:16][S:17][C:10]=12.FC1C=C(N)C=CC=1OC1C=CN=C2C=C(C3N(C)C=CN=3)SC=12.NC1C=CC(OC2C=CN=C3C=C([C:70]([N:72]4[CH2:76][CH2:75][C@@H:74]([N:77]([CH3:79])[CH3:78])[CH2:73]4)=[O:71])SC=23)=C(F)C=1>>[CH3:78][N:77]([CH3:79])[C@@H:74]1[CH2:75][CH2:76][N:72]([C:70]([C:16]2[S:17][C:10]3[C:11](=[N:12][CH:13]=[CH:14][C:9]=3[O:8][C:7]3[CH:6]=[CH:5][C:4]([NH:18][C:19](=[O:30])[CH2:20][C:21]([NH:23][C:24]4[CH:25]=[CH:26][CH:27]=[CH:28][CH:29]=4)=[O:22])=[CH:3][C:2]=3[F:1])[CH:15]=2)=[O:71])[CH2:73]1. Procedure details: Following the procedure described above for the compound 5a (step 5, example 1) but replacing the amine 9 with the compound 26, title compound 5 g was obtained in 38% yield. MS (m/z): 562.0 (M+H). Reactants: CC1=C2C=CC3=C(SCCS3)C2=C(C(=C1)C(=O)O)C (2,3-dihydro-7,10-dimethylnaphtho[1,2-b]-1,4-dithiin-9-carboxylic acid), C(C(=O)Cl)(=O)Cl (oxalyl chloride). The reagents and catalysts are CN(C=O)C (N,N-dimethylformamide). The solvent is O1CCCC1 (tetrahydrofuran). Run at temperature 0 celsius, time 8 hour. Yields the product CC1=C2C=CC3=C(SCCS3)C2=C(C(=C1)C(=O)OC1=CC(CCC1)=O)C (3-oxo-1-cyclohexen-1-yl 2,3-dihydro-7,10-dimethylnaphtho[1,2-b]-1,4-dithiin-9-carboxylate). RXN SMILES: [CH3:1][C:2]1[CH:15]=[C:14]([C:16]([OH:18])=[O:17])[C:13]([CH3:19])=[C:12]2[C:3]=1[CH:4]=[CH:5][C:6]1[S:11][CH2:10][CH2:9][S:8][C:7]=12.[C:20](Cl)(=[O:24])[C:21](Cl)=O>O1CCCC1.CN(C)C=O>[CH3:1][C:2]1[CH:15]=[C:14]([C:16]([O:18][C:2]2[CH2:3][CH2:4][CH2:21][C:20](=[O:24])[CH:1]=2)=[O:17])[C:13]([CH3:19])=[C:12]2[C:3]=1[CH:4]=[CH:5][C:6]1[S:11][CH2:10][CH2:9][S:8][C:7]=12. Procedure: To a mixture of 0.40 g of the title compound of Step D in 25 mL of tetrahydrofuran was added 0.34 mL of oxalyl chloride (purchased from Aldrich Chemical Co.) and 2 drops of N,N-dimethylformamide. The mixture was refluxed for 2 h and was then concentrated under reduced pressure to dryness. To the resulting residue was added 25 mL of tetrahydrofuran and evaporated to dryness again. Another 25 mL of tetrahydrofuran was added to the residue and the solution was cooled to about 0° C. To this mixture ...